Dataset: the Open Reaction Database (ORD), a public repository of structured organic reaction records. Task: describe an organic reaction: reactants, conditions, products, and yield Starting materials: N1(CCCCC1)C1=CC=C(CN)C=C1 (4-(1-piperidinyl)benzylamine), N(=C=O)C1=C2C=C(N=CC2=CC=C1)C (5-isocyanato-3-methylisoquinoline), N(=C=O)C1=C2C=CN=CC2=CC=C1 (5-isocyanatoisoquinoline). Yields the product CC=1N=CC2=CC=CC(=C2C1)NC(=O)NCC1=CC=C(C=C1)N1CCCCC1 (N-(3-methyl-5-isoquinolinyl)-N′-[4-(1-piperidinyl)benzyl]urea). As a reaction SMILES: [N:1]1([C:7]2[CH:14]=[CH:13][C:10]([CH2:11][NH2:12])=[CH:9][CH:8]=2)[CH2:6][CH2:5][CH2:4][CH2:3][CH2:2]1.[N:15]([C:18]1[CH:27]=[CH:26][CH:25]=[C:24]2[C:19]=1[CH:20]=[C:21]([CH3:28])[N:22]=[CH:23]2)=[C:16]=[O:17].N(C1C=CC=C2C=1C=CN=C2)=C=O>>[CH3:28][C:21]1[N:22]=[CH:23][C:24]2[C:19]([CH:20]=1)=[C:18]([NH:15][C:16]([NH:12][CH2:11][C:10]1[CH:13]=[CH:14][C:7]([N:1]3[CH2:2][CH2:3][CH2:4][CH2:5][CH2:6]3)=[CH:8][CH:9]=1)=[O:17])[CH:27]=[CH:26][CH:25]=2. Procedure: The title compound was prepared using the procedure described in Example 61B using 4-(1-piperidinyl)benzylamine and the product from Example 154A instead of 4-cyanobenzyl alcohol and the product from Example 61A. 1H NMR (300 MHz, DMSO-d6) δ 9.69 (s, 1H), 9.60 (s, 1H), 8.68 (s, 1H), 8.57 (d, 1H, J=7.5 Hz), 8.00 (d, 1H, J=7.5 Hz), 7.85-7.55 (m, 4H), 7.43 (m, 2H), 4.40 (d, 2H, J=6 Hz), 3.44 (m, 4H), 2.77 (s, 3H), 1.90 (m, 4H), 1.65 (m, 2H); MS (ESI) 375 (M+H)+; Anal. Calcd for C23H26N4O.2.4HCl: C, ...